This data is from the Open Reaction Database (ORD), a public repository of structured organic reaction records. The task is: describe an organic reaction: reactants, conditions, products, and yield Starting materials: ClC1=NC(=CC2=CC=CC=C12)C1=CC=C(C=C1)OC (1-chloro-3-(4-methoxyphenyl)isoquinoline), C(C)N1CCNCC1 (N-ethylpiperazine), C([O-])([O-])=O.[K+].[K+] (potassium carbonate). Reported procedure: A mixture of 1-chloro-3-(4-methoxyphenyl)isoquinoline (0.89 g), N-ethylpiperazine (0.86 g) and potassium carbonate (1.10 g) was heated in dimethylformamide (20 ml) at 90° C. for 12 hr. The reaction mixture was evaporated, water was added to the resulting residue, and then it was extracted with ethyl acetate. The resulting organic layer was washed with water and brine, dried over magnesium sulfate, and then the solvent was romoved. The resulting residue was purified by silica gel column chromatog... Run in CN(C=O)C (dimethylformamide). The product is COC1=CC=C(C=C1)C=1NC(C2=CC=CC=C2C1)=O (3-(4-Methoxyphenyl)isoquinolin-1-one). Reaction SMILES: Cl[C:2]1[C:11]2[C:6](=[CH:7][CH:8]=[CH:9][CH:10]=2)[CH:5]=[C:4]([C:12]2[CH:17]=[CH:16][C:15]([O:18][CH3:19])=[CH:14][CH:13]=2)[N:3]=1.C(N1CCNCC1)C.C(=O)([O-])[O-:29].[K+].[K+]>CN(C)C=O>[CH3:19][O:18][C:15]1[CH:16]=[CH:17][C:12]([C:4]2[NH:3][C:2](=[O:29])[C:11]3[C:6]([CH:5]=2)=[CH:7][CH:8]=[CH:9][CH:10]=3)=[CH:13][CH:14]=1 |f:2.3.4|. Isolated yield 123.0%. Starting materials: CCI, CC(=O)Nc1cccc(-c2ccc(Cl)nn2)c1, [H-], [Na+], C1CCOC1. Yields the product CCN(C(C)=O)c1cccc(-c2ccc(Cl)nn2)c1. Reaction SMILES: [CH2:20]([CH3:21])[I:22].[Cl:3][c:4]1[cH:5][cH:6][c:7](-[c:10]2[cH:11][c:12]([NH:16][C:17]([CH3:18])=[O:19])[cH:13][cH:14][cH:15]2)[n:8][n:9]1.[H-:1].[Na+:2].[O:23]1[CH2:24][CH2:25][CH2:26][CH2:27]1>>[Cl:3][c:4]1[cH:5][cH:6][c:7](-[c:10]2[cH:11][c:12]([N:16]([C:17]([CH3:18])=[O:19])[CH2:20][CH3:21])[cH:13][cH:14][cH:15]2)[n:8][n:9]1. Reactants: FC=1C=C(C=C(C1F)F)CO ((3,4,5-trifluorophenyl)methanol), ClC1=NC(N2C(N(CCC2)C(=O)OC(C)(C)C)=C1)=O (tert-butyl 8-chloro-6-oxo-2,3,4,6-tetrahydro-1H-pyrimido[1,6-a]pyrimidine-1-carboxylate). Yields the product FC=1C=C(COC2=NC(N3C(NCCC3)=C2)=O)C=C(C1F)F (8-(3,4,5-trifluorobenzyloxy)-3,4-dihydro-1H-pyrimido[1,6-a]pyrimidin-6(2H)-one). Reaction SMILES: [F:1][C:2]1[CH:3]=[C:4]([CH2:10][OH:11])[CH:5]=[C:6]([F:9])[C:7]=1[F:8].Cl[C:13]1[CH:29]=[C:17]2[N:18](C(OC(C)(C)C)=O)[CH2:19][CH2:20][CH2:21][N:16]2[C:15](=[O:30])[N:14]=1>>[F:1][C:2]1[CH:3]=[C:4]([CH:5]=[C:6]([F:9])[C:7]=1[F:8])[CH2:10][O:11][C:13]1[CH:29]=[C:17]2[NH:18][CH2:19][CH2:20][CH2:21][N:16]2[C:15](=[O:30])[N:14]=1. Procedure: The title compound and/or its salt was prepared by a procedure similar to that described for E111 starting from (3,4,5-trifluorophenyl)methanol and tert-butyl 8-chloro-6-oxo-2,3,4,6-tetrahydro-1H-pyrimido[1,6-a]pyrimidine-1-carboxylate.